Dataset: the Open Reaction Database (ORD), a public repository of structured organic reaction records. Task: describe an organic reaction: reactants, conditions, products, and yield Reactants: C(#N)C=1C=NC=CC1 (3-cyanopyridine), suspension, [Na+].[Cl-] (NaCl), P(=O)([O-])([O-])[O-].[K+].[K+].[K+] (potassium phosphate). Reaction conditions: temperature 30 celsius, time 10 minute. The product is C(C1=CN=CC=C1)(=O)N (nicotinamide). As a reaction SMILES: [C:1]([C:3]1[CH:4]=[N:5][CH:6]=[CH:7][CH:8]=1)#[N:2].[Na+].[Cl-].P([O-])([O-])([O-])=[O:12].[K+].[K+].[K+]>>[C:1]([NH2:2])(=[O:12])[C:3]1[CH:8]=[CH:7][CH:6]=[N:5][CH:4]=1 |f:1.2,3.4.5.6|. Procedure details: A reaction mixture comprising 3-cyanopyridine 20 (0.1-1.0 M; 1.0-1.8 ml), aqueous NaCl solution (0.85% (w/v); 0.7 to 0.1 ml), potassium phosphate buffer (0.1 M; pH 7.0; 0.3 ml) and cell suspension (0.01 ml) was incubated with shaking at 30° C. for 10 min. The total volume of the reaction mixture was between 2.0 to 2.2 ml, depending on the 3-cyanopyridine concentration. The reaction was stopped by adding HC1(2 M; 0.1 ml). After centrifugation of the reaction mixture (12 000 rpm; 5 min), the amoun... Reactants: Cc1ccccc1, [O-]P(OCc1ccccc1)OCc1ccccc1, O=S(=O)(Cl)Cl. The product is O=P(Cl)(OCc1ccccc1)OCc1ccccc1. Reaction SMILES: [CH3:24][c:25]1[cH:26][cH:27][cH:28][cH:29][cH:30]1.[P:6]([O:7][CH2:8][c:9]1[cH:10][cH:11][cH:12][cH:13][cH:14]1)([O:15][CH2:16][c:17]1[cH:18][cH:19][cH:20][cH:21][cH:22]1)[O-:23].[S:1]([Cl:2])(=[O:3])([Cl:4])=[O:5]>>[Cl:4][P:6]([O:7][CH2:8][c:9]1[cH:10][cH:11][cH:12][cH:13][cH:14]1)([O:15][CH2:16][c:17]1[cH:18][cH:19][cH:20][cH:21][cH:22]1)=[O:23]. Yields the product C(C=C)OC1=C(C=C(C=C1[N+](=O)[O-])Br)F (2-(allyloxy)-5-bromo-1-fluoro-3-nitrobenzene). Reactants: BrC1=CC(=C(C(=C1)F)O)[N+](=O)[O-] (4-bromo-6-fluoro-2-nitrophenol), C(C=C)Br (allyl bromide), C(=O)([O-])[O-].[K+].[K+] (K2CO3). Procedure: A mixture of 4-bromo-6-fluoro-2-nitrophenol (2 g, 8.49 mmol), allyl bromide (0.88 mL, 10.07 mmol) and K2CO3 (2.34 g, 16.98 mmol) in DMF (20 mL) was stirred at 45° C. overnight. Inorganic salts were filtered off, and the filtrate was concentrated to provide the crude product, which was directly used for next step without further purification. MS (DCI/NH3) m/z 245.92 (M+H)+; 1H NMR (400 MHz, DMSO-D6) δ ppm 4.70 (d, J=6.14 Hz, 2 H) 5.27 (d, J=10.43 Hz, 1 H) 5.37 (dd, J=17.18, 1.53 Hz, 1 H) 5.92–6.0... Run in CN(C)C=O (DMF). Run at temperature 45 celsius, time 8 hour. Reaction SMILES: [Br:1][C:2]1[CH:7]=[C:6]([F:8])[C:5]([OH:9])=[C:4]([N+:10]([O-:12])=[O:11])[CH:3]=1.[CH2:13](Br)[CH:14]=[CH2:15].C([O-])([O-])=O.[K+].[K+]>CN(C=O)C>[CH2:15]([O:9][C:5]1[C:4]([N+:10]([O-:12])=[O:11])=[CH:3][C:2]([Br:1])=[CH:7][C:6]=1[F:8])[CH:14]=[CH2:13] |f:2.3.4|. The reactants are ClC1=CC(=C(C=C1)C(C1=CNC2=C(C=CC=C12)CSC)C1=CC=C(C=C1)F)C (3-[(4-Chloro-2-methylphenyl)(4-fluorophenyl)methyl]-7-[(methylsulfanyl)methyl]-1H-indole), ClCCl (dichloromethane), ClC1=CC(=CC=C1)C(=O)OO (meta-chloroperbenzoic acid). Run in CO (methanol). Reaction conditions: time 2 hour. Yields the product ClC1=CC(=C(C=C1)C(C1=CNC2=C(C=CC=C12)CS(=O)C)C1=CC=C(C=C1)F)C (3-[(4-Chloro-2-methylphenyl)(4-fluorophenyl)methyl]-7-[(methylsulfinyl)methyl]-1H-indole). As a reaction SMILES: [Cl:1][C:2]1[CH:7]=[CH:6][C:5]([CH:8]([C:21]2[CH:26]=[CH:25][C:24]([F:27])=[CH:23][CH:22]=2)[C:9]2[C:17]3[C:12](=[C:13]([CH2:18][S:19][CH3:20])[CH:14]=[CH:15][CH:16]=3)[NH:11][CH:10]=2)=[C:4]([CH3:28])[CH:3]=1.ClCCl.ClC1C=CC=C(C(OO)=[O:40])C=1>CO>[Cl:1][C:2]1[CH:7]=[CH:6][C:5]([CH:8]([C:21]2[CH:22]=[CH:23][C:24]([F:27])=[CH:25][CH:26]=2)[C:9]2[C:17]3[C:12](=[C:13]([CH2:18][S:19]([CH3:20])=[O:40])[CH:14]=[CH:15][CH:16]=3)[NH:11][CH:10]=2)=[C:4]([CH3:28])[CH:3]=1. Procedure details: 130 mg (0.32 mmol) of the compound from Example 102 were introduced into 15 ml of dichloromethane at 0° C., 78 mg (0.32 mmol) of 70% pure meta-chloroperbenzoic acid were added, and the mixture was stirred at RT for 2 h. 2 ml of methanol were added, and the solution was concentrated. The residue was purified by preparative HPLC (mobile phase: acetonitrile/water gradient). 129 mg (96% of theory) of the title compound were obtained as mixture of diastereomers. Starting materials: [SH-].[Na+] (Sodium hydrosulfide), ClC1=C(C(N(C(N1CCCCl)=O)CCC)=O)C1=CC=CC=C1 (6-chloro-1-(3-chloropropyl)-5-phenyl-3-propyluracil). The solvent is CN(C)C=O (DMF). Conditions: time 1 hour. Product: C1(=CC=CC=C1)C=1C(N(C(N2C1SCCC2)=O)CCC)=O (9-Phenyl-7-propyl-3,4-dihydro-2H,6H-pyrimido[6,1-b][1,3] thiazine-6,8(7H)-dione). The yield is 62.1%. As a reaction SMILES: [SH-:1].[Na+].Cl[C:4]1[N:9]([CH2:10][CH2:11][CH2:12]Cl)[C:8](=[O:14])[N:7]([CH2:15][CH2:16][CH3:17])[C:6](=[O:18])[C:5]=1[C:19]1[CH:24]=[CH:23][CH:22]=[CH:21][CH:20]=1>CN(C=O)C>[C:19]1([C:5]2[C:6](=[O:18])[N:7]([CH2:15][CH2:16][CH3:17])[C:8](=[O:14])[N:9]3[CH2:10][CH2:11][CH2:12][S:1][C:4]=23)[CH:24]=[CH:23][CH:22]=[CH:21][CH:20]=1 |f:0.1|. Reported procedure: Sodium hydrosulfide (3.3 g) was added to a solution of 6-chloro-1-(3-chloropropyl)-5-phenyl-3-propyluracil (7 g) in DMF (60 ml) little by little under ice cooling and the mixture was stirred for 1 hour. The reaction solution was concentrated to dryness. The residue was dissolved in methylene chloride-H2O, and the organic layer was washed with water and dried. The solvent was evaporated and the resulting crude crystals were recrystallized from methanol to give colorless crystals (3.85 g, 62%). The reactants are BrC(C(=O)OCC)C (ethyl 2-bromopropionate), C(C)OC(CN1C(C(C(C1)(C)C)OC1=CC(=C(C=C1)C#N)C(F)(F)F)=O)=O ([3-(4-cyano-3-trifluoromethyl-phenoxy)-4,4-dimethyl-2-oxo-pyrrolidin-1-yl]-acetic acid ethyl ester). Product: C(C)OC(C(C)N1C(C(C(C1)(C)C)OC1=CC(=C(C=C1)C#N)C(F)(F)F)=O)=O (2-[3-(4-Cyano-3-trifluoromethyl-phenoxy)-4,4-dimethyl-2-oxo-pyrrolidin-1-yl]-propionic acid ethyl ester). As a reaction SMILES: Br[CH:2]([CH3:8])[C:3]([O:5][CH2:6][CH3:7])=[O:4].C(OC(=O)C[N:14]1[CH2:18][C:17]([CH3:20])([CH3:19])[CH:16]([O:21][C:22]2[CH:27]=[CH:26][C:25]([C:28]#[N:29])=[C:24]([C:30]([F:33])([F:32])[F:31])[CH:23]=2)[C:15]1=[O:34])C>>[CH2:6]([O:5][C:3](=[O:4])[CH:2]([N:14]1[CH2:18][C:17]([CH3:20])([CH3:19])[CH:16]([O:21][C:22]2[CH:27]=[CH:26][C:25]([C:28]#[N:29])=[C:24]([C:30]([F:32])([F:33])[F:31])[CH:23]=2)[C:15]1=[O:34])[CH3:8])[CH3:7]. Procedure: The reaction was carried out as previously described in Step 1 of examples 111-127 using ethyl 2-bromopropionate in place of bromoacetic acid ethyl ester. The diastereomeric mixture of products (3) were separated by column chromatography to afford the diastereomers as either the RS or SR compound or the RR or SS compound. The RS or SR compound was used in the next reaction. The reactants are OCC=1C=C(C=NC1)C=1N=C2CCC(N(C2=CC1)C)=O (6-(5-hydroxymethyl-pyridin-3-yl)-1-methyl-3,4-dihydro-1H-[1,5]naphthyridin-2-one), S(=O)(Cl)Cl (thionyl chloride), C(=O)(O)[O-].[Na+] (NaHCO3). The solvent is C(Cl)Cl (DCM). Conditions: temperature 3.5 celsius, time 2 hour. The product is ClCC=1C=C(C=NC1)C=1N=C2CCC(N(C2=CC1)C)=O (6-(5-chloromethyl-pyridin-3-yl)-1-methyl-3,4-dihydro-1H-[1,5]naphthyridin-2-one). Yield: 86.1%. As a reaction SMILES: O[CH2:2][C:3]1[CH:4]=[C:5]([C:9]2[N:10]=[C:11]3[C:16](=[CH:17][CH:18]=2)[N:15]([CH3:19])[C:14](=[O:20])[CH2:13][CH2:12]3)[CH:6]=[N:7][CH:8]=1.S(Cl)([Cl:23])=O.C([O-])(O)=O.[Na+]>C(Cl)Cl>[Cl:23][CH2:2][C:3]1[CH:4]=[C:5]([C:9]2[N:10]=[C:11]3[C:16](=[CH:17][CH:18]=2)[N:15]([CH3:19])[C:14](=[O:20])[CH2:13][CH2:12]3)[CH:6]=[N:7][CH:8]=1 |f:2.3|. Procedure details: At 0° C., 6-(5-hydroxymethyl-pyridin-3-yl)-1-methyl-3,4-dihydro-1H-[1,5]naphthyridin-2-one (170 mg, 0.63 mmol) in DCM (15 mL) was treated with thionyl chloride (0.32 mL, 4.0 mmol). After the addition, the reaction mixture was allowed to stir at 2-5° C. for 2 hours before it was poured into satd. aq. NaHCO3 solution (50 mL). After extraction with EtOAc, the organic layer was washed with brine, dried over anhy. Na2SO4, filtered and concentrated in vacuo to give 6-(5-chloromethyl-pyridin-3-yl)-1-me... RXN SMILES: [Cl:1][C:2]1[CH:7]=[CH:6][C:5]([C:8]2[C:12]([C:13]3[CH:18]=[CH:17][N:16]=[C:15]([NH:19][C:20]4[CH:25]=[CH:24][C:23]([CH2:26][N:27]5[CH2:32][CH2:31][N:30]([CH3:33])[CH2:29][CH2:28]5)=[CH:22][CH:21]=4)[N:14]=3)=[CH:11][NH:10][N:9]=2)=[CH:4][CH:3]=1.[CH3:34][N:35]([CH3:39])[CH2:36][CH2:37]O>>[Cl:1][C:2]1[CH:7]=[CH:6][C:5]([C:8]2[C:12]([C:13]3[CH:18]=[CH:17][N:16]=[C:15]([NH:19][C:20]4[CH:21]=[CH:22][C:23]([CH2:26][N:27]5[CH2:28][CH2:29][N:30]([CH3:33])[CH2:31][CH2:32]5)=[CH:24][CH:25]=4)[N:14]=3)=[CH:11][N:10]([CH2:37][CH2:36][N:35]([CH3:39])[CH3:34])[N:9]=2)=[CH:4][CH:3]=1. Yields the product ClC1=CC=C(C=C1)C1=NN(C=C1C1=NC(=NC=C1)NC1=CC=C(C=C1)CN1CCN(CC1)C)CCN(C)C ({4-[3-(4-Chloro-phenyl)-1-(2-dimethylamino-ethyl)-1H-pyrazol-4-yl]-pyrimidin-2-yl}-[4-(4-methyl-piperazin-1-ylmethyl)-phenyl]-amine). Reported procedure: The title compound is prepared as described in Example 55, starting from {4-[3-(4-chloro-phenyl)1H-pyrazol-4-yl]-pyrimidin-2-yl}-[4-(4-methyl-piperazin-1-yl-methyl)-phenyl]-amine (Example 32) and 2-dimethylamino-ethanol (Fluka). Starting materials: ClC1=CC=C(C=C1)C1=NNC=C1C1=NC(=NC=C1)NC1=CC=C(C=C1)CN1CCN(CC1)C ({4-[3-(4-chloro-phenyl)-1H-pyrazol-4-yl]-pyrimidin-2-yl}-[4-(4-methyl-piperazin-1-ylmethyl)-phenyl]-amine), CN(CCO)C (2-dimethylamino-ethanol). The reagents and catalysts are C1=CC=C(C=C1)P([C-]2C=CC=C2)C3=CC=CC=C3.C1=CC=C(C=C1)P([C-]2C=CC=C2)C3=CC=CC=C3.Cl[Pd]Cl.[Fe+2].ClCCl (dichloro[1,1′-bis(diphenylphosphino)ferrocene]palladium(II) dichloromethane). Product: FC=1C=C(C=CC1N1C(=NNC1=O)C[C@H]1CN(CC1)C(=O)OC(C)(C)C)C1=CC(=CC=C1)OC (1,1-dimethylethyl (3S)-3-({4-[3-fluoro-3′-(methyloxy)-4-biphenylyl]-5-oxo-4,5-dihydro-1H-1,2,4-triazol-3-yl}methyl)-1-pyrrolidinecarboxylate). Run in O1CCOCC1 (dioxane). Procedure details: A solution of 1,1-dimethylethyl (3S)-3-{[4-(4-bromo-2-fluorophenyl)-5-oxo-4,5-dihydro-1H-1,2,4-triazol-3-yl]methyl}-1-pyrrolidinecarboxylate (0.499 mmol) in dioxane (3 mL) was treated with 3-methoxyphenylboronic acid pinacol ester (0.513 mmol), dichloro[1,1′-bis(diphenylphosphino)ferrocene]palladium(II)-dichloromethane adduct (30 mg), and 2M aq potassium carbonate (1.5 mL). The reaction mixture was purged with nitrogen, sealed, and stirred at 110° C. for 2 h. The solution was cooled to room temp... Reactants: BrC1=CC(=C(C=C1)N1C(=NNC1=O)C[C@H]1CN(CC1)C(=O)OC(C)(C)C)F (1,1-dimethylethyl (3S)-3-{[4-(4-bromo-2-fluorophenyl)-5-oxo-4,5-dihydro-1H-1,2,4-triazol-3-yl]methyl}-1-pyrrolidinecarboxylate), COC=1C=C(C=CC1)B1OC(C)(C)C(C)(C)O1 (3-methoxyphenylboronic acid pinacol ester), C([O-])([O-])=O.[K+].[K+] (potassium carbonate). Reaction conditions: temperature 110 celsius, time 2 hour. Reaction SMILES: Br[C:2]1[CH:7]=[CH:6][C:5]([N:8]2[C:12](=[O:13])[NH:11][N:10]=[C:9]2[CH2:14][C@@H:15]2[CH2:19][CH2:18][N:17]([C:20]([O:22][C:23]([CH3:26])([CH3:25])[CH3:24])=[O:21])[CH2:16]2)=[C:4]([F:27])[CH:3]=1.[CH3:28][O:29][C:30]1[CH:31]=[C:32](B2OC(C)(C)C(C)(C)O2)[CH:33]=[CH:34][CH:35]=1.C(=O)([O-])[O-].[K+].[K+]>O1CCOCC1.C1C=CC(P(C2C=CC=CC=2)[C-]2C=CC=C2)=CC=1.C1C=CC(P(C2C=CC=CC=2)[C-]2C=CC=C2)=CC=1.Cl[Pd]Cl.[Fe+2].ClCCl>[F:27][C:4]1[CH:3]=[C:2]([C:34]2[CH:33]=[CH:32][CH:31]=[C:30]([O:29][CH3:28])[CH:35]=2)[CH:7]=[CH:6][C:5]=1[N:8]1[C:12](=[O:13])[NH:11][N:10]=[C:9]1[CH2:14][C@@H:15]1[CH2:19][CH2:18][N:17]([C:20]([O:22][C:23]([CH3:26])([CH3:25])[CH3:24])=[O:21])[CH2:16]1 |f:2.3.4,6.7.8.9.10|. The reactants are BrCC(=O)OCC (Ethyl bromoacetate), NC1=CC=C(C=C1)C (p-toluidine), C(C)(=O)[O-].[Na+] (sodium acetate). Run in C(C)O (ethanol). Run at temperature 80 celsius, time 1 hour. The product is C1(=CC=C(C=C1)NCC(=O)OCC)C (ethyl 2-(p-tolylamino)acetate). Yield: 49.2%. As a reaction SMILES: Br[CH2:2][C:3]([O:5][CH2:6][CH3:7])=[O:4].[NH2:8][C:9]1[CH:14]=[CH:13][C:12]([CH3:15])=[CH:11][CH:10]=1.C([O-])(=O)C.[Na+]>C(O)C>[C:12]1([CH3:15])[CH:13]=[CH:14][C:9]([NH:8][CH2:2][C:3]([O:5][CH2:6][CH3:7])=[O:4])=[CH:10][CH:11]=1 |f:2.3|. Reported procedure: Ethyl bromoacetate (4.0 g, 30.0 mmol) was added to a solution of p-toluidine (2.1 g, 20 mmol) and sodium acetate (2.1 g, 26 mmol) in ethanol (26 mL). The resulting solution was warmed to 80° C. and stirred for 1 h before being cooled to room temperature. The reaction was quenched with water (20 mL) and the aqueous fraction extracted with ethyl acetate (3×20 mL). The organic fractions were combined, dried (MgSO4) and filtered, and the solvent was removed under reduced pressure. Silica chromatogra...